The task is: describe an organic reaction: reactants, conditions, products, and yield. This data is from the Open Reaction Database (ORD), a public repository of structured organic reaction records. Starting materials: CCl (methyl chloride), ClC1=CC=C(C=NNC(=S)N)C=C1 (4-chlorobenzaldehyde thiosemicarbazone). Run in C(C)O (ethanol). Product: Cl.ClC1=CC=C(C=NNC(SC)=N)C=C1 (Methyl 3-(4-chlorobenzylidene)thiocarbazimidate hydrochloride). Reaction SMILES: [CH3:1]Cl.[Cl:3][C:4]1[CH:15]=[CH:14][C:7]([CH:8]=[N:9][NH:10][C:11]([NH2:13])=[S:12])=[CH:6][CH:5]=1>C(O)C>[ClH:3].[Cl:3][C:4]1[CH:15]=[CH:14][C:7]([CH:8]=[N:9][NH:10][C:11](=[NH:13])[S:12][CH3:1])=[CH:6][CH:5]=1 |f:3.4|. Procedure: A 10% molar excess of methyl chloride is added to 2.14 g. of 4-chlorobenzaldehyde thiosemicarbazone and 25 ml. of a anhydrous ethanol in a pressure vessel. The reaction mixture is magnetically stirred and heated in an oil bath for 11/2 hour. The crystalline title compound separates on cooling and is filtered off and air dried. The reactants are [BH4-].[Na+] (sodium borohydride), C(C)N(C(C1=CC=C(C=C1)N(C1CCNCC1)CC1=CC=CC=C1)=O)CC (N,N-diethyl-4-[benzyl(piperidin-4-yl)amino]benzamide), C(C)N(C(C1=CC=C(C=C1)N(C1CCNCC1)CC1=CC=CC=C1)=O)CC (N,N-diethyl-4-[benzyl(piperidin-4-yl)amino]benzamide), C=O (formalin). Run in CO (methanol), O (water). Reaction conditions: time 3 day. Yields the product C(C)N(C(C1=CC=C(C=C1)N(C1CCN(CC1)C)CC1=CC=CC=C1)=O)CC (N,N-diethyl-4-[benzyl(1-methylpiperidin-4-yl)amino]benzamide). As a reaction SMILES: [CH2:1]([N:3]([CH2:26][CH3:27])[C:4](=[O:25])[C:5]1[CH:10]=[CH:9][C:8]([N:11]([CH2:18][C:19]2[CH:24]=[CH:23][CH:22]=[CH:21][CH:20]=2)[CH:12]2[CH2:17][CH2:16][NH:15][CH2:14][CH2:13]2)=[CH:7][CH:6]=1)[CH3:2].[CH2:28]=O.[BH4-].[Na+]>CO.O>[CH2:26]([N:3]([CH2:1][CH3:2])[C:4](=[O:25])[C:5]1[CH:6]=[CH:7][C:8]([N:11]([CH2:18][C:19]2[CH:20]=[CH:21][CH:22]=[CH:23][CH:24]=2)[CH:12]2[CH2:17][CH2:16][N:15]([CH3:28])[CH2:14][CH2:13]2)=[CH:9][CH:10]=1)[CH3:27] |f:2.3|. Procedure details: To a solution of N,N-diethyl-4-[benzyl(piperidin-4-yl)amino]benzamide (Compound 8) (0.67 g, 0.207 mmole) in 10 mL of methanol was added 37% formalin solution (1 mL), and the resulting mixture was cooled in an ice bath under Argon. To this mixture was added sodium borohydride (0.69 g, 18.2 mmol) in small portions. The reaction mixture was allowed to warm to ambient temperature and was stirred for three days. The reaction mixture was diluted with water (25 mL), and the resulting solution was extra... Reactants: [BH3-]C#N, CC(N)C(=O)N(CC(=O)O)C1Cc2ccccc2C1, [Na+], CCC(=O)C(=O)O. Product: CCC(NC(C)C(=O)N(CC(=O)O)C1Cc2ccccc2C1)C(=O)O. As a reaction SMILES: [C:27]([BH3-:28])#[N:29].[NH2:1][CH:2]([CH3:3])[C:4](=[O:5])[N:6]([CH2:7][C:8](=[O:9])[OH:10])[CH:11]1[CH2:12][c:13]2[cH:14][cH:15][cH:16][cH:17][c:18]2[CH2:19]1.[Na+:30].[O:20]=[C:21]([C:22](=[O:23])[OH:24])[CH2:25][CH3:26]>>[NH:1]([CH:2]([CH3:3])[C:4](=[O:5])[N:6]([CH2:7][C:8](=[O:9])[OH:10])[CH:11]1[CH2:12][c:13]2[cH:14][cH:15][cH:16][cH:17][c:18]2[CH2:19]1)[CH:21]([C:22](=[O:23])[OH:24])[CH2:25][CH3:26]. Reactants: ClC(Cl)(OC(OC(Cl)(Cl)Cl)=O)Cl (Triphosgene), O (Water), NC=1C(=NC=NC1Cl)Cl (5-amino-4,6-dichloropyrimidine), NN (H2NNH2), O (Water). Run in C1CCOC1 (THF). Conditions: time 50 hour. Yields the product NC=1C=2N(C=NC1Cl)C(NN2)=O (8-amino-7-chloro-[1,2,4]triazolo[4,3-c]pyrimidin-3(2H)-one). Yield: 76.0%. As a reaction SMILES: [NH2:1][C:2]1[C:3]([Cl:9])=[N:4][CH:5]=[N:6][C:7]=1Cl.[NH2:10][NH2:11].O.ClC(Cl)(O[C:17](=[O:23])OC(Cl)(Cl)Cl)Cl>C1COCC1>[NH2:1][C:2]1[C:7]2[N:6]([C:17](=[O:23])[NH:10][N:11]=2)[CH:5]=[N:4][C:3]=1[Cl:9]. Reported procedure: To a solution of 5-amino-4,6-dichloropyrimidine (1.64 g, 10 mmol) in THF (10 mL) at room temperature under argon was added H2NNH2 (0.96 g mg, 30 mmol). The resulting reaction mixture was stirred at room temperature under argon for 50 h. HPLC analysis indicated disappearance of the starting material. Water (100 mL) was added to the reaction mixture. The solid precipitate was collected by filtration and was washed with water (10 mL×3). The resulting solid was dissolved in a mixture of 20 mL of 1 M... Product: C(C)(=O)N(C1=C(C=CC=C1C)C)CCC(=O)N(C1=C(C=CC=C1CC)CC)CCCC(=O)OCC (ethyl N-[N-acetyl-3-(2,6-dimethylanilino)propionyl]-4-(2,6-diethylanilino)butyrate). Reaction SMILES: [C:1]([N:4]([CH2:13][CH2:14][C:15]([OH:17])=O)[C:5]1[C:10]([CH3:11])=[CH:9][CH:8]=[CH:7][C:6]=1[CH3:12])(=[O:3])[CH3:2].[CH2:18]([C:20]1[CH:34]=[CH:33][CH:32]=[C:31]([CH2:35][CH3:36])[C:21]=1[NH:22][CH2:23][CH2:24][CH2:25][C:26]([O:28][CH2:29][CH3:30])=[O:27])[CH3:19]>>[C:1]([N:4]([CH2:13][CH2:14][C:15]([N:22]([CH2:23][CH2:24][CH2:25][C:26]([O:28][CH2:29][CH3:30])=[O:27])[C:21]1[C:31]([CH2:35][CH3:36])=[CH:32][CH:33]=[CH:34][C:20]=1[CH2:18][CH3:19])=[O:17])[C:5]1[C:6]([CH3:12])=[CH:7][CH:8]=[CH:9][C:10]=1[CH3:11])(=[O:3])[CH3:2]. Procedure details: Analogously to Example 1, by using equivalent quantities, reacting N-acetyl-3-(2,6-dimethylanilino)propionic acid and ethyl 4-(2,6-diethylanilino)butyrate and suitable processing produces ethyl N-[N-acetyl-3-(2,6-dimethylanilino)propionyl]-4-(2,6-diethylanilino)butyrate (oil), saponification of which and processing of the reaction product yields N-[N-acetyl-3-(2,6-dimethylanilino)propionyl]-4-(2,6-diethylanilino)butyric acid (M.P. 110° to 111°). Reactants: C(C)(=O)N(C1=C(C=CC=C1C)C)CCC(=O)O (N-acetyl-3-(2,6-dimethylanilino)propionic acid), C(C)C1=C(NCCCC(=O)OCC)C(=CC=C1)CC (ethyl 4-(2,6-diethylanilino)butyrate). Procedure: A solution of N-[(5S)-3-carboxy-9,10,11-trimethoxy-6,7-dihydro-5H-dibenzo[a,c]cyclohepten-5-yl]acetamide (0.3 g; 0.779 mmol), (Med. Chem. Res. 1991, 142), DCCI (0.322 g; 1.55 mmol), DMAP (0.069 g; 0.389 mmol) and 4-(3-aminopropyl)morpholine (170 μl; 1.17 mmol) in dichloromethane (6 ml) was stirred under argon atmosphere overnight. After removal of the insoluble material by filtration, the residue was purified on reverse phase silica eluting with a gradient of 40–50% methanol/ammonium carbonate b... Starting materials: C(=O)(O)C=1C=CC2=C([C@H](CCC3=C2C(=C(C(=C3)OC)OC)OC)NC(C)=O)C1 (N-[(5S)-3-carboxy-9,10,11-trimethoxy-6,7-dihydro-5H-dibenzo[a,c]cyclohepten-5-yl]acetamide), C1CCC(CC1)N=C=NC2CCCCC2 (DCCI), NCCCN1CCOCC1 (4-(3-aminopropyl)morpholine). Solvent: ClCCl (dichloromethane). Yield: 30.0%. The product is C(C)(=O)N[C@H]1CCC2=C(C3=C1C=C(C=C3)C(=O)NCCCN3CCOCC3)C(=C(C(=C2)OC)OC)OC ((5S)-5-(acetylamino)-9,10,11-trimethoxy-N-(3-morpholinopropyl)-6,7-dihydro-5H-dibenzo[a,c]cycloheptene-3-carboxamide). Reagents/catalysts: CN(C)C=1C=CN=CC1 (DMAP). Reaction SMILES: [C:1]([C:4]1[CH:5]=[CH:6][C:7]2[C:13]3[C:14]([O:22][CH3:23])=[C:15]([O:20][CH3:21])[C:16]([O:18][CH3:19])=[CH:17][C:12]=3[CH2:11][CH2:10][C@H:9]([NH:24][C:25](=[O:27])[CH3:26])[C:8]=2[CH:28]=1)(O)=[O:2].C1CCC(N=C=NC2CCCCC2)CC1.[NH2:44][CH2:45][CH2:46][CH2:47][N:48]1[CH2:53][CH2:52][O:51][CH2:50][CH2:49]1>CN(C1C=CN=CC=1)C.ClCCl>[C:25]([NH:24][C@@H:9]1[C:8]2[CH:28]=[C:4]([C:1]([NH:44][CH2:45][CH2:46][CH2:47][N:48]3[CH2:53][CH2:52][O:51][CH2:50][CH2:49]3)=[O:2])[CH:5]=[CH:6][C:7]=2[C:13]2[C:14]([O:22][CH3:23])=[C:15]([O:20][CH3:21])[C:16]([O:18][CH3:19])=[CH:17][C:12]=2[CH2:11][CH2:10]1)(=[O:27])[CH3:26]. Starting materials: Cl.Cl.C(C)OC(=O)[C@@H]1CC[C@H](CC1)N (trans-4-ethoxycarbonylcyclohexylamine.dihydrochloride), C([O-])([O-])=O.[K+].[K+] (potassium carbonate). Run in O (water). The product is C(C=C)OC(=O)[C@@H]1CC[C@H](CC1)N (trans-4-(2-propenyloxycarbonyl)cyclohexylamine). RXN SMILES: Cl.Cl.[CH2:3]([O:5][C:6]([C@H:8]1[CH2:13][CH2:12][C@H:11]([NH2:14])[CH2:10][CH2:9]1)=[O:7])[CH3:4].[C:15](=O)([O-])[O-].[K+].[K+]>O>[CH2:3]([O:5][C:6]([C@H:8]1[CH2:13][CH2:12][C@H:11]([NH2:14])[CH2:10][CH2:9]1)=[O:7])[CH:4]=[CH2:15] |f:0.1.2,3.4.5|. Reported procedure: In water was dissolved 5.0 g of trans-4-ethoxycarbonylcyclohexylamine.dihydrochloride, and after the solution was made basic by adding potassium carbonate, the solution was extracted with chloroform. The extract was washed with brine, dried over anhydrous sodium sulfate, and the solvent was removed under reduced pressure. A mixture of the residue, 5.1 g of p-toluensulfonic acid monohydrate and 50 ml of allyl alcohol was refluxed for 48 hours. The reaction mixture was concentrated, and then, dilu... The reactants are CN(C(C)=NC(C1=C(N=C(C(=C1)CC)OC)C)=O)C (N-(1-dimethylaminoethylidene)-5-ethyl-6-methoxy-2-methyl-nicotinamide), CNN (methylhydrazine). Run in C(C)(=O)O (acetic acid). Reaction conditions: temperature 90 celsius, time 12 hour. Yields the product CN1N=C(N=C1C=1C(=NC(=C(C1)CC)OC)C)C (3-(2,5-dimethyl-2H-1,2,4-triazol-3-yl)-5-ethyl-6-methoxy-2-methyl-pyridine). Isolated yield 57.3%. RXN SMILES: C[N:2](C)[C:3](=[N:5][C:6](=O)[C:7]1[CH:12]=[C:11]([CH2:13][CH3:14])[C:10]([O:15][CH3:16])=[N:9][C:8]=1[CH3:17])[CH3:4].[CH3:20][NH:21]N>C(O)(=O)C>[CH3:20][N:21]1[C:6]([C:7]2[C:8]([CH3:17])=[N:9][C:10]([O:15][CH3:16])=[C:11]([CH2:13][CH3:14])[CH:12]=2)=[N:5][C:3]([CH3:4])=[N:2]1. Procedure: In a round bottom flask under a nitrogen atmosphere N-(1-dimethylaminoethylidene)-5-ethyl-6-methoxy-2-methyl-nicotinamide (synthesized on 0.567 mmol scale) prepared in accordance with the procedures of Step 1, Example 19 is treated with glacial acetic acid (1 mL), followed by methylhydrazine (50 μL, 0.94 mmol). The resulting mixture is stirred at 90° C. for 12 hr. The reaction mixture is evaporated to dryness and the residue is purified by flash chromatography on a 5-gram silica gel cartridge by...